From a dataset of the Open Reaction Database (ORD), a public repository of structured organic reaction records. describe an organic reaction: reactants, conditions, products, and yield Reactants: Cc1cccc2oc(C(=O)Nc3ccc(-c4ccc(S(=O)(=O)NC(C(=O)OC(C)(C)C)C(C)C)cc4)cc3)nc12, ClCCl, O=C(O)C(F)(F)F. Yields the product Cc1cccc2oc(C(=O)Nc3ccc(-c4ccc(S(=O)(=O)NC(C(=O)O)C(C)C)cc4)cc3)nc12. RXN SMILES: [C:1]([CH3:2])([CH3:3])([CH3:4])[O:5][C:6]([CH:7]([CH:8]([CH3:9])[CH3:10])[NH:11][S:12](=[O:13])(=[O:14])[c:15]1[cH:16][cH:17][c:18](-[c:21]2[cH:22][cH:23][c:24]([NH:27][C:28](=[O:29])[c:30]3[o:31][c:32]4[c:33]([n:34]3)[c:35]([CH3:39])[cH:36][cH:37][cH:38]4)[cH:25][cH:26]2)[cH:19][cH:20]1)=[O:40].[Cl:48][CH2:49][Cl:50].[F:41][C:42]([F:43])([F:44])[C:45]([OH:46])=[O:47]>>[O:5]=[C:6]([CH:7]([CH:8]([CH3:9])[CH3:10])[NH:11][S:12](=[O:13])(=[O:14])[c:15]1[cH:16][cH:17][c:18](-[c:21]2[cH:22][cH:23][c:24]([NH:27][C:28](=[O:29])[c:30]3[o:31][c:32]4[c:33]([n:34]3)[c:35]([CH3:39])[cH:36][cH:37][cH:38]4)[cH:25][cH:26]2)[cH:19][cH:20]1)[OH:40].